Dataset: the Open Reaction Database (ORD), a public repository of structured organic reaction records. Task: describe an organic reaction: reactants, conditions, products, and yield Reactants: Cc1cc2c(cc1[N+](=O)[O-])N(C(=O)CN(C)C)CCC2, CO. The product is Cc1cc2c(cc1N)N(C(=O)CN(C)C)CCC2. RXN SMILES: [CH3:1][N:2]([CH2:3][C:4](=[O:5])[N:6]1[CH2:7][CH2:8][CH2:9][c:10]2[cH:11][c:12]([CH3:19])[c:13]([N+:16]([O-:17])=[O:18])[cH:14][c:15]21)[CH3:20].[CH3:21][OH:22]>>[CH3:1][N:2]([CH2:3][C:4](=[O:5])[N:6]1[CH2:7][CH2:8][CH2:9][c:10]2[cH:11][c:12]([CH3:19])[c:13]([NH2:16])[cH:14][c:15]21)[CH3:20].